Dataset: the Open Reaction Database (ORD), a public repository of structured organic reaction records. Task: describe an organic reaction: reactants, conditions, products, and yield Reactants: OC(C(=O)N)CCCC (2-hydroxyhexanoic acid amide), [Na].C(CCC)C1C(NC(O1)=O)=O (5-butyl-oxazolidin-2,4-dione sodium salt), OC(C(=O)N)CCCC (2-hydroxyhexanoic acid amide). The product is C(CCC)C1C(NC(O1)=O)=O (5-butyl-oxazolidin-2,4-dione). As a reaction SMILES: OC(CCCC)C(N)=O.[Na].[CH2:11]([CH:15]1[O:19][C:18](=[O:20])[NH:17][C:16]1=[O:21])[CH2:12][CH2:13][CH3:14]>>[CH2:11]([CH:15]1[O:19][C:18](=[O:20])[NH:17][C:16]1=[O:21])[CH2:12][CH2:13][CH3:14] |f:1.2,^1:9|. Procedure details: A part of the reaction solution was sampled and the components of the reaction solution were analyzed by HPLC, as a result, the concentration of the starting material 2-hydroxyhexanoic acid amide was 1.3 mass % in the solution and the concentration of 5-butyl-oxazolidin-2,4-dione sodium salt as the objective product was 25.9 mass % in the solution. From these analysis values, the conversion of 2-hydroxyhexanoic acid amide was 93.8% and the yield in terms of 5-butyl-oxazolidin-2,4-dione was 88.7%... Reactants: ClCCl, O=C(Cl)OCc1ccccc1, c1ccncc1, Nc1ccc(-c2ccon2)cc1. Yields the product O=C(Nc1ccc(-c2ccon2)cc1)OCc1ccccc1. RXN SMILES: [Cl:13][CH2:14][Cl:15].[Cl:16][C:17](=[O:18])[O:19][CH2:20][c:21]1[cH:22][cH:23][cH:24][cH:25][cH:26]1.[cH:27]1[cH:28][cH:29][n:30][cH:31][cH:32]1.[o:1]1[n:2][c:3](-[c:6]2[cH:7][cH:8][c:9]([NH2:12])[cH:10][cH:11]2)[cH:4][cH:5]1>>[o:1]1[n:2][c:3](-[c:6]2[cH:7][cH:8][c:9]([NH:12][C:17](=[O:18])[O:19][CH2:20][c:21]3[cH:22][cH:23][cH:24][cH:25][cH:26]3)[cH:10][cH:11]2)[cH:4][cH:5]1. Reactants: BrCC=1C=C(C=O)C=CC1 (3-(bromomethyl)-benzaldehyde), S(=O)(=O)(O)C1=CC=C(C)C=C1.C1(CCCC1)OC([C@@H](N)CC(C)C)=O (L-leucine cyclopentyl ester tosylate), C(C)(=O)O[BH-](OC(C)=O)OC(C)=O.[Na+] (sodium triacetoxyborohydride), Cl.CN (methylamine hydrochloride), C(O)([O-])=O.[Na+] (sodium hydrogen carbonate). Run in CO (methanol), ClC(C)Cl (dichloroethane), C(C)(=O)OCC (ethyl acetate). Conditions: time 30 minute. The product is CNCC=1C=C(CN[C@@H](CC(C)C)C(=O)OC2CCCC2)C=CC1 (1—cyclopentyl N-{3-[(methylamino)methyl]benzyl}-L-leucinate). The yield is 15.2%. As a reaction SMILES: Br[CH2:2][C:3]1[CH:4]=[C:5]([CH:8]=[CH:9][CH:10]=1)[CH:6]=O.S(C1C=CC(C)=CC=1)(O)(=O)=O.[CH:22]1([O:27][C:28](=[O:35])[C@H:29]([CH2:31][CH:32]([CH3:34])[CH3:33])[NH2:30])[CH2:26][CH2:25][CH2:24][CH2:23]1.C(O[BH-](OC(=O)C)OC(=O)C)(=O)C.[Na+].Cl.[CH3:51][NH2:52].C(=O)([O-])O.[Na+]>ClC(Cl)C.CO.C(OCC)(=O)C>[CH3:51][NH:52][CH2:2][C:3]1[CH:4]=[C:5]([CH:8]=[CH:9][CH:10]=1)[CH2:6][NH:30][C@H:29]([C:28]([O:27][CH:22]1[CH2:23][CH2:24][CH2:25][CH2:26]1)=[O:35])[CH2:31][CH:32]([CH3:33])[CH3:34] |f:1.2,3.4,5.6,7.8|. Reported procedure: To a solution of 3-(bromomethyl)-benzaldehyde (0.513 g, 2.57 mmol) in dichloroethane (10 mL) was added L-leucine cyclopentyl ester tosylate (1.29 g, 3.46 mmol) and sodium triacetoxyborohydride (1.37 g, 6.46 mmol). The mixture was stirred for 30 minutes at room temperature then poured into ethyl acetate (200 mL). The organic extracts were washed with saturated ammonium chloride (2 times 50 mL) and water (50 mL). The organic extracts were then dried (MgSO4) and concentrated. The residue was dissol... Reactants: CCOC(=O)CBr, CN(C)C=O, CCC(O)c1ccc(-c2ccc(Cl)cc2)cc1, [H-], [Na+], O. Yields the product CCOC(=O)COC(CC)c1ccc(-c2ccc(Cl)cc2)cc1. Reaction SMILES: [Br:20][CH2:21][C:22](=[O:23])[O:24][CH2:25][CH3:26].[CH3:28][N:29]([CH3:30])[CH:31]=[O:32].[Cl:3][c:4]1[cH:5][cH:6][c:7](-[c:10]2[cH:11][cH:12][c:13]([CH:16]([CH2:17][CH3:18])[OH:19])[cH:14][cH:15]2)[cH:8][cH:9]1.[H-:1].[Na+:2].[OH2:27]>>[Cl:3][c:4]1[cH:5][cH:6][c:7](-[c:10]2[cH:11][cH:12][c:13]([CH:16]([CH2:17][CH3:18])[O:19][CH2:21][C:22](=[O:23])[O:24][CH2:25][CH3:26])[cH:14][cH:15]2)[cH:8][cH:9]1.